From a dataset of the Open Reaction Database (ORD), a public repository of structured organic reaction records. describe an organic reaction: reactants, conditions, products, and yield Reactants: O=C(OCc1ccccc1)N1CCC(O)CC1, ClCCl, O=C(Cl)Oc1ccc([N+](=O)[O-])cc1, c1ccncc1. Yields the product O=C(Oc1ccc([N+](=O)[O-])cc1)OC1CCN(C(=O)OCc2ccccc2)CC1. RXN SMILES: [CH2:1]([c:2]1[cH:3][cH:4][cH:5][cH:6][cH:7]1)[O:8][C:9](=[O:10])[N:11]1[CH2:12][CH2:13][CH:14]([OH:17])[CH2:15][CH2:16]1.[CH2:37]([Cl:38])[Cl:39].[Cl:24][C:25](=[O:26])[O:27][c:28]1[cH:29][cH:30][c:31]([N+:34](=[O:35])[O-:36])[cH:32][cH:33]1.[cH:18]1[cH:19][cH:20][n:21][cH:22][cH:23]1>>[CH2:1]([c:2]1[cH:3][cH:4][cH:5][cH:6][cH:7]1)[O:8][C:9](=[O:10])[N:11]1[CH2:12][CH2:13][CH:14]([O:17][C:25](=[O:26])[O:27][c:28]2[cH:29][cH:30][c:31]([N+:34](=[O:35])[O-:36])[cH:32][cH:33]2)[CH2:15][CH2:16]1.